From a dataset of the Open Reaction Database (ORD), a public repository of structured organic reaction records. describe an organic reaction: reactants, conditions, products, and yield The reactants are CCCN(CCC)CCC, Cc1nc2scc(C)n2c1S(=O)(=O)O, O. Product: Cc1nc2scc(C)n2c1S(N)(=O)=O. As a reaction SMILES: [CH2:15]([N:18]([CH2:16][CH2:17][CH3:19])[CH2:20][CH2:21][CH3:22])[CH2:23][CH3:24].[CH3:1][c:2]1[n:3]2[c:4]([s:5][cH:6]1)[n:7][c:8]([CH3:14])[c:9]2[S:10](=[O:11])(=[O:12])[OH:13].[OH2:25]>>[CH3:1][c:2]1[n:3]2[c:4]([s:5][cH:6]1)[n:7][c:8]([CH3:14])[c:9]2[S:10](=[O:11])(=[O:12])[NH2:18].